This data is from the Open Reaction Database (ORD), a public repository of structured organic reaction records. The task is: describe an organic reaction: reactants, conditions, products, and yield Starting materials: CCOC(=O)CN, CCN=C=NCCCN(C)C, CCN(C(C)C)C(C)C, Cl, Cl, CN(C)C=O, O, O=C(O)Cc1ccc(O)cc1, On1nnc2ccccc21. Product: CCOC(=O)CNC(=O)Cc1ccc(O)cc1. As a reaction SMILES: [CH2:44]([CH3:45])[O:46][C:47]([CH2:48][NH2:49])=[O:50].[CH3:31][CH2:32][N:33]=[C:34]=[N:35][CH2:36][CH2:37][CH2:38][N:39]([CH3:40])[CH3:41].[CH:1]([N:2]([CH2:3][CH3:4])[CH:5]([CH3:6])[CH3:7])([CH3:8])[CH3:9].[ClH:42].[ClH:43].[O:51]=[CH:52][N:53]([CH3:54])[CH3:55].[OH2:56].[OH:10][c:11]1[cH:12][cH:13][c:14]([CH2:17][C:18](=[O:19])[OH:20])[cH:15][cH:16]1.[OH:21][n:22]1[c:23]2[c:24]([cH:25][cH:26][cH:27][cH:28]2)[n:29][n:30]1>>[OH:10][c:11]1[cH:12][cH:13][c:14]([CH2:17][C:18](=[O:20])[NH:49][CH2:48][C:47]([O:46][CH2:44][CH3:45])=[O:50])[cH:15][cH:16]1. Starting materials: C(C1=CN=CC=C1)(=O)Cl (nicotinic acid chloride), N1(CCCCC1)C1=C(C=CC=C1)C(CCC)C(C1=CC=C(C(=O)OCCO)C=C1)C(=O)N (2-hydroxyethyl 4-[(1-(2-piperidino-phenyl)-1-butyl)-aminocarbonylmethyl]-benzoate). The solvent is C(Cl)Cl (methylene chloride), C(Cl)Cl (methylene chloride), C(C)N(CC)CC (triethylamine). Conditions: temperature 20 celsius. Yields the product N1(CCCCC1)C1=C(C=CC=C1)C(CCC)C(C1=CC=C(C(=O)OCCOC(C2=CN=CC=C2)=O)C=C1)C(=O)N (2-Nicotinoyloxy-ethyl 4-[(1-(2-piperidino-phenyl)-1-butyl)-aminocarbonylmethyl]-benzoate). RXN SMILES: [C:1](Cl)(=[O:8])[C:2]1[CH:7]=[CH:6][CH:5]=[N:4][CH:3]=1.[N:10]1([C:16]2[CH:21]=[CH:20][CH:19]=[CH:18][C:17]=2[CH:22]([CH:26]([C:39]([NH2:41])=[O:40])[C:27]2[CH:38]=[CH:37][C:30]([C:31]([O:33][CH2:34][CH2:35][OH:36])=[O:32])=[CH:29][CH:28]=2)[CH2:23][CH2:24][CH3:25])[CH2:15][CH2:14][CH2:13][CH2:12][CH2:11]1>C(Cl)Cl.C(N(CC)CC)C>[N:10]1([C:16]2[CH:21]=[CH:20][CH:19]=[CH:18][C:17]=2[CH:22]([CH:26]([C:39]([NH2:41])=[O:40])[C:27]2[CH:38]=[CH:37][C:30]([C:31]([O:33][CH2:34][CH2:35][O:36][C:1](=[O:8])[C:2]3[CH:7]=[CH:6][CH:5]=[N:4][CH:3]=3)=[O:32])=[CH:29][CH:28]=2)[CH2:23][CH2:24][CH3:25])[CH2:15][CH2:14][CH2:13][CH2:12][CH2:11]1. Reported procedure: A solution of 0.7 gm (4.68 m mol) of nicotinic acid chloride in 20 ml of methylene chloride was rapidly added dropwise to a stirred solution of 2.0 gm (4.56 m mol) of 2-hydroxyethyl 4-[(1-(2-piperidino-phenyl)-1-butyl)-aminocarbonylmethyl]-benzoate in 40 ml of methylene chloride and 0.7 ml (4.81 m mol) of triethylamine. The resulting mixture was stirred at 20° C. for two and one-half hours and then extracted with water, and the organic phase was subsequently dried, filtered, and evaporated in va... The reactants are N1C=NC=C1 (Imidazole), OC[C@@H]1NC(OC1)=O ((S)-4-(hydroxymethyl)oxazolidin-2-one), C(C)(C)(C)[Si](C1=CC=CC=C1)(C1=CC=CC=C1)Cl (tert-butylchlorodiphenylsilane). Run in C(Cl)Cl (DCM), O (water). Run at time 16 hour. The product is [Si](C1=CC=CC=C1)(C1=CC=CC=C1)(C(C)(C)C)OC[C@@H]1NC(OC1)=O ((R)-4-(((tert-butyldiphenylsilyl)oxy)methyl)oxazolidin-2-one). Yield: 78.0%. As a reaction SMILES: N1C=CN=C1.[OH:6][CH2:7][C@H:8]1[CH2:12][O:11][C:10](=[O:13])[NH:9]1.[C:14]([Si:18](Cl)([C:25]1[CH:30]=[CH:29][CH:28]=[CH:27][CH:26]=1)[C:19]1[CH:24]=[CH:23][CH:22]=[CH:21][CH:20]=1)([CH3:17])([CH3:16])[CH3:15]>C(Cl)Cl.O>[Si:18]([O:6][CH2:7][C@H:8]1[CH2:12][O:11][C:10](=[O:13])[NH:9]1)([C:14]([CH3:17])([CH3:16])[CH3:15])([C:25]1[CH:26]=[CH:27][CH:28]=[CH:29][CH:30]=1)[C:19]1[CH:24]=[CH:23][CH:22]=[CH:21][CH:20]=1. Procedure: Imidazole (1.74 g, 25.6 mmol, 2.0 equiv) was added to a solution of (S)-4-(hydroxymethyl)oxazolidin-2-one (1.5 g, 12.8 mmol) and tert-butylchlorodiphenylsilane (3.95 mL, 15.4 mmol, 1.2 equiv) in DCM (43 mL) at room temperature. A white precipitate formed. The solution was stirred at room temperature for 16 hours and then diluted with water (50 mL). The layers were separated and the aqueous layer was extracted with DCM (50 mL). The combined organic extracts were washed with saturated aqueous sodi... Starting materials: O=C1CCC(=O)N1Br, O=C(OOC(=O)c1ccccc1)c1ccccc1, O=C([O-])O, COC(=O)c1ccc(C)nc1Cl, [Na+]. Yields the product COC(=O)c1ccc(CBr)nc1Cl. Reaction SMILES: [Br:13][N:14]1[C:15](=[O:16])[CH2:17][CH2:18][C:19]1=[O:20].[C:21]([O:22][O:23][C:24](=[O:25])[c:26]1[cH:27][cH:28][cH:29][cH:30][cH:31]1)(=[O:32])[c:33]1[cH:34][cH:35][cH:36][cH:37][cH:38]1.[C:39](=[O:40])([O-:41])[OH:42].[CH3:1][O:2][C:3]([c:4]1[c:5]([Cl:11])[n:6][c:7]([CH3:10])[cH:8][cH:9]1)=[O:12].[Na+:43]>>[CH3:1][O:2][C:3]([c:4]1[c:5]([Cl:11])[n:6][c:7]([CH2:10][Br:13])[cH:8][cH:9]1)=[O:12].